From a dataset of the Open Reaction Database (ORD), a public repository of structured organic reaction records. describe an organic reaction: reactants, conditions, products, and yield The reactants are S1C=C(C=C1)CC(=O)O (3-thienylacetic acid), CC1(OC(=O)CC(=O)O1)C (Meldrum's acid), C1CCC(CC1)N=C=NC2CCCCC2 (DCC). Reagents/catalysts: CN(C1=CC=NC=C1)C (4-dimethylaminopyridine). The solvent is C(Cl)Cl (DCM), C(Cl)Cl (DCM). Reaction conditions: time 16 hour. Yields the product O=C(CC(=O)OCC)CC1=CSC=C1 (Ethyl 3-oxo-4-(3-thienyl)butanoate). Isolated yield 96.1%. As a reaction SMILES: [S:1]1[CH:5]=[CH:4][C:3]([CH2:6][C:7]([OH:9])=O)=[CH:2]1.[CH3:10][C:11]1(C)[O:18]C(=O)[CH2:15][C:13](=O)[O:12]1.C1CCC(N=C=NC2CCCCC2)CC1>CN(C)C1C=CN=CC=1.C(Cl)Cl>[O:9]=[C:7]([CH2:6][C:3]1[CH:4]=[CH:5][S:1][CH:2]=1)[CH2:10][C:11]([O:12][CH2:13][CH3:15])=[O:18]. Reported procedure: A stirred solution of 711 mg (5.0 mmol) of 3-thienylacetic acid, 720 mg (5.0 mmol) of Meldrum's acid, and 610 mg (5.0 mmol) of 4-dimethylaminopyridine in 10 mL of DCM was treated with a solution of 1.03 g (5.0 mmol) of DCC in 10 mL of DCM. The resulting solution was stirred at room temperature for 16 h, during which time a white precipitate appeared in the reaction mixture. The reaction mixture was filtered through a pad of Celite to remove the precipitated dicyclohexylurea and the filtrate was ... Reactants: BrCCCCC=1OC2=C(C1)C=CC(=C2)C(=O)OCC (ethyl 2-(4-bromobutyl)benzofuran-6-carboxylate), C1(C=2C(C(N1)=O)=CC=CC2)=O.[K] (potassium phthalimide), O (water). Run in CN(C=O)C (dimethylformamide). Yields the product C1(C=2C(C(N1CCCCC=1OC3=C(C1)C=CC(=C3)C(=O)OCC)=O)=CC=CC2)=O (Ethyl 2-(4-phthalimidobutyl)benzofuran-6-carboxylate). Reaction SMILES: Br[CH2:2][CH2:3][CH2:4][CH2:5][C:6]1[O:7][C:8]2[CH:14]=[C:13]([C:15]([O:17][CH2:18][CH3:19])=[O:16])[CH:12]=[CH:11][C:9]=2[CH:10]=1.[C:20]1(=[O:30])[NH:24][C:23](=[O:25])[C:22]2=[CH:26][CH:27]=[CH:28][CH:29]=[C:21]12.[K].O>CN(C)C=O>[C:20]1(=[O:30])[N:24]([CH2:2][CH2:3][CH2:4][CH2:5][C:6]2[O:7][C:8]3[CH:14]=[C:13]([C:15]([O:17][CH2:18][CH3:19])=[O:16])[CH:12]=[CH:11][C:9]=3[CH:10]=2)[C:23](=[O:25])[C:22]2=[CH:26][CH:27]=[CH:28][CH:29]=[C:21]12 |f:1.2,^1:30|. Procedure: A solution of ethyl 2-(4-bromobutyl)benzofuran-6-carboxylate (3.25 g., 0.01 mole) and potassium phthalimide (2.04 g., 0.011 mole) in dimethylformamide (25 ml.) is stirred at 25°-27° C. for 18 hours. The solution is poured into water. The precipitated ethyl 2-(4-phthalimidobutyl)benzofuran-6-carboxylate is collected by filtration. Starting materials: C1C(C2=CC=CC=C2)O1 (styrene oxide), C(C1CCCO1)N (tetrahydrofurfurylamine), ice water. The solvent is CO (methanol). Run at time 60 hour. The product is O1C(CCC1)CNCC(O)C1=CC=CC=C1 (α-[[(Tetrahydrofuran-2-ylmethyl)amino]methyl]benzenemethanol). The yield is 33.0%. RXN SMILES: [CH2:1]1[O:9][CH:2]1[C:3]1[CH:8]=[CH:7][CH:6]=[CH:5][CH:4]=1.[CH2:10]([NH2:16])[CH:11]1[O:15][CH2:14][CH2:13][CH2:12]1>CO>[O:15]1[CH2:14][CH2:13][CH2:12][CH:11]1[CH2:10][NH:16][CH2:1][CH:2]([C:3]1[CH:4]=[CH:5][CH:6]=[CH:7][CH:8]=1)[OH:9]. Reported procedure: A mixture of styrene oxide (1.20 g, 0.010 mole) and tetrahydrofurfurylamine (4.05 g, 0.040 mole) was heated on a steam bath for 2 hours. After standing at ambient temperature for 60 hours the reaction mixture was dissolved in 10 ml of methanol and the solution poured into 120 ml of ice-water. The aqueous mixture was extracted with methylene chloride (50 ml). The extract was dried (over magnesium sulfate) and concentrated to give an oil which began to solidify within one hour. The material was tr... The reactants are O=C([O-])[O-], O=Cc1cccc(O)c1OCc1ccccc1, CN(C)C=O, [K+], [K+], Cc1ccc(S(=O)(=O)OCC2CO2)cc1. Yields the product O=Cc1cccc(OCC2CO2)c1OCc1ccccc1. Reaction SMILES: [C:33](=[O:34])([O-:35])[O-:36].[CH2:1]([c:2]1[cH:3][cH:4][cH:5][cH:6][cH:7]1)[O:8][c:9]1[c:10]([CH:11]=[O:12])[cH:13][cH:14][cH:15][c:16]1[OH:17].[CH3:39][N:40]([CH3:41])[CH:42]=[O:43].[K+:37].[K+:38].[c:18]1([CH3:19])[cH:20][cH:21][c:22]([S:23]([O:24][CH2:28][CH:29]2[CH2:30][O:31]2)(=[O:25])=[O:26])[cH:27][cH:32]1>>[CH2:1]([c:2]1[cH:3][cH:4][cH:5][cH:6][cH:7]1)[O:8][c:9]1[c:10]([CH:11]=[O:12])[cH:13][cH:14][cH:15][c:16]1[O:17][CH2:28][CH:29]1[CH2:30][O:31]1. Reactants: ClCCCS(=O)(=O)C1=CC=CC=C1 (3-chloropropylphenyl sulfone), C(C)(C)N (isopropylamine). Product: Cl.CC(C)NCCCS(=O)(=O)C1=CC=CC=C1 (N-(1-Methylethyl)-3-(phenylsulfonyl)-1-propanamine hydrochloride). As a reaction SMILES: [Cl:1][CH2:2][CH2:3][CH2:4][S:5]([C:8]1[CH:13]=[CH:12][CH:11]=[CH:10][CH:9]=1)(=[O:7])=[O:6].[CH:14]([NH2:17])([CH3:16])[CH3:15]>>[ClH:1].[CH3:15][CH:14]([NH:17][CH2:2][CH2:3][CH2:4][S:5]([C:8]1[CH:13]=[CH:12][CH:11]=[CH:10][CH:9]=1)(=[O:7])=[O:6])[CH3:16] |f:2.3|. Procedure: A solution of 66.55 g (0.3052 mole) of 3-chloropropylphenyl sulfone (prepared by reacting m-chloroperoxybenzoic acid and 3-chloropropyl phenylsulfide in methylene chloride) in 200 ml of isopropylamine was heated at 100° C. overnight in a bomb. The isopropylamine was removed by rotary evaporation and the residue partitioned between chloroform and water. The chloroform layer was extracted with 1N sulfuric acid. The acidic layer was made alkaline and extracted with chloroform. The combined chlorofo... Reactants: C(=O)(C(F)(F)F)O (TFA), C(C)(C)(C)OC(=O)C=1C=NN(C1SCCC)CC1=CC=C(C=C1)C(=O)OC (1-(4-Methoxycarbonyl-benzyl)-5-propylsulfanyl-1H-pyrazole-4-carboxylic acid tert-butyl ester). Solvent: C(Cl)Cl (DCM). Conditions: time 3 hour. Yields the product COC(=O)C1=CC=C(CN2N=CC(=C2SCCC)C(=O)O)C=C1 (1-(4-Methoxycarbonyl-benzyl)-5-propylsulfanyl-1H-pyrazole-4-carboxylic acid), solid. The yield is 100.0%. As a reaction SMILES: C(O)(C(F)(F)F)=O.C([O:12][C:13]([C:15]1[CH:16]=[N:17][N:18]([CH2:24][C:25]2[CH:30]=[CH:29][C:28]([C:31]([O:33][CH3:34])=[O:32])=[CH:27][CH:26]=2)[C:19]=1[S:20][CH2:21][CH2:22][CH3:23])=[O:14])(C)(C)C>C(Cl)Cl>[CH3:34][O:33][C:31]([C:28]1[CH:29]=[CH:30][C:25]([CH2:24][N:18]2[C:19]([S:20][CH2:21][CH2:22][CH3:23])=[C:15]([C:13]([OH:14])=[O:12])[CH:16]=[N:17]2)=[CH:26][CH:27]=1)=[O:32]. Procedure details: TFA (1.5 ml) was added to a stirred solution of 1-(4-Methoxycarbonyl-benzyl)-5-propylsulfanyl-1H-pyrazole-4-carboxylic acid tert-butyl ester (Intermediate#46) (274 mg, 0.70 mmol) in DCM (6 ml). The reaction was stirred at ambient temperature for 3 hours then evaporated in vacuo. The resulting gum was sonicated with isohexane to yield a solid. The solvent was removed then the white solid was dissolved in EtOAc and evaporated in vacuo to yield the title compound as an off white solid (236 mg, 100%... The reactants are BrC=1C(=C(C(=O)O)C(=CC1)OC)OC (3-bromo-2,6-dimethoxybenzoic acid), acylchloride, C(CC)N1C(CCC1)CN ((-)-1-n-propyl-2-(aminomethyl)pyrrolidine). The solvent is C(Cl)(Cl)Cl (CHCl3). The product is C(CC)N1C(CCC1)CNC(C1=C(C(=CC=C1OC)Br)OC)=O ((-)-N-n-propyl-2-(3-bromo-2,6 -dimethoxybenzamidomethyl)pyrrolidine). Isolated yield 79.0%. RXN SMILES: [Br:1][C:2]1[C:3]([O:13][CH3:14])=[C:4]([C:8]([O:11][CH3:12])=[CH:9][CH:10]=1)[C:5]([OH:7])=O.[CH2:15]([N:18]1[CH2:22][CH2:21][CH2:20][CH:19]1[CH2:23][NH2:24])[CH2:16][CH3:17]>C(Cl)(Cl)Cl>[CH2:15]([N:18]1[CH2:22][CH2:21][CH2:20][CH:19]1[CH2:23][NH:24][C:5](=[O:7])[C:4]1[C:8]([O:11][CH3:12])=[CH:9][CH:10]=[C:2]([Br:1])[C:3]=1[O:13][CH3:14])[CH2:16][CH3:17]. Procedure details: The title compound was prepared from 3-bromo-2,6-dimethoxybenzoic acid via the acylchloride and (-)-1-n-propyl-2-(aminomethyl)pyrrolidine in the same manner as described in Example 8. Yield 79%. M.p. 103°-104° C. [α]D20 =-85.4° (c=0.5; CHCl3). The reactants are COC(=O)CBr, [H-], O=C1CCCc2cc([N+](=O)[O-])ccc2N1, [Na+], CN(C)C=O. Yields the product COC(=O)CN1C(=O)CCCc2cc([N+](=O)[O-])ccc21. RXN SMILES: [Br:16][CH2:17][C:18](=[O:19])[O:20][CH3:21].[H-:22].[N+:1](=[O:2])([O-:3])[c:4]1[cH:5][c:6]2[c:7]([cH:14][cH:15]1)[NH:8][C:9](=[O:13])[CH2:10][CH2:11][CH2:12]2.[Na+:23].[O:24]=[CH:25][N:26]([CH3:27])[CH3:28]>>[N+:1](=[O:2])([O-:3])[c:4]1[cH:5][c:6]2[c:7]([cH:14][cH:15]1)[N:8]([CH2:17][C:18](=[O:19])[O:20][CH3:21])[C:9](=[O:13])[CH2:10][CH2:11][CH2:12]2. The reactants are COC(C(NC(=O)C=1C(N(C=CC1)CC1=CC(=C(C=C1)F)F)=O)C=1SC(=CC1)C1=CN(C2=NC=CC=C21)S(=O)(=O)C2=CC=CC=C2)=O ([5-(1-Benzenesulfonyl-1H-pyrrolo[2,3-b]pyridin-3-yl)-thiophen-2-yl]-{[1-(3,4-difluoro-benzyl)-2-oxo-1,2-dihydro-pyridine-3-carbonyl]-amino}-acetic acid methyl ester), C(Cl)Cl (Methylene chloride), C[O-].[Na+] (Sodium methoxide). Run in CO (methanol). The product is FC=1C=C(CN2C(C(=CC=C2)C(=O)NC(C(=O)O)C=2SC(=CC2)C2=CNC3=NC=CC=C32)=O)C=CC1F ({[1-(3,4-Difluoro-benzyl)-2-oxo-1,2-dihydro-pyridine-3-carbonyl]-amino}-[5-(1H-pyrrolo[2,3-b]pyridin-3-yl)-thiophen-2-yl]-acetic acid). RXN SMILES: C[O:2][C:3](=[O:47])[CH:4]([C:24]1[S:25][C:26]([C:29]2[C:37]3[C:32](=[N:33][CH:34]=[CH:35][CH:36]=3)[N:31](S(C3C=CC=CC=3)(=O)=O)[CH:30]=2)=[CH:27][CH:28]=1)[NH:5][C:6]([C:8]1[C:9](=[O:23])[N:10]([CH2:14][C:15]2[CH:20]=[CH:19][C:18]([F:21])=[C:17]([F:22])[CH:16]=2)[CH:11]=[CH:12][CH:13]=1)=[O:7].C(Cl)Cl.C[O-].[Na+]>CO>[F:22][C:17]1[CH:16]=[C:15]([CH:20]=[CH:19][C:18]=1[F:21])[CH2:14][N:10]1[CH:11]=[CH:12][CH:13]=[C:8]([C:6]([NH:5][CH:4]([C:24]2[S:25][C:26]([C:29]3[C:37]4[C:32](=[N:33][CH:34]=[CH:35][CH:36]=4)[NH:31][CH:30]=3)=[CH:27][CH:28]=2)[C:3]([OH:47])=[O:2])=[O:7])[C:9]1=[O:23] |f:2.3|. Reported procedure: [5-(1-Benzenesulfonyl-1H-pyrrolo[2,3-b]pyridin-3-yl)-thiophen-2-yl]-{[1-(3,4-difluoro-benzyl)-2-oxo-1,2-dihydro-pyridine-3-carbonyl]-amino}-acetic acid methyl ester (0.085 g, 0.00012 mol;) was dissolved in Methylene chloride (3 mL, 0.05 mol;) then 0.5 M of Sodium methoxide in methanol (3 mL) was added and the reaction was heated at 75 C for 1 hour. LC-MS showed the disappearance of starting material and the appearance of product at 1.34 520.75. The reaction was concentrated and dissolved in DMSO... The reactants are ClC1=C(COC=2C(=C(C=CC2)C(=O)C2=CN(C3=NC=CC=C32)[Si](C(C)C)(C(C)C)C(C)C)OCC)C=CC(=C1)S(=O)(=O)C ([3-(2-Chloro-4-methanesulfonyl-benzyloxy)-2-ethoxy-phenyl]-(1-triisopropylsilanyl-1H-pyrrolo[2,3-b]pyridin-3-yl)-methanone), [OH-].[K+] (potassium hydroxide), C([O-])([O-])=O.[Na+].[Na+] (sodium carbonate), [F-].[K+] (Potassium fluoride). The solvent is CO (methanol). Reaction conditions: time 6 hour. The product is ClC1=C(COC=2C(=C(C=CC2)C(=O)C2=CNC3=NC=CC=C32)OCC)C=CC(=C1)S(=O)(=O)C ([3-(2-Chloro-4-methanesulfonyl-benzyloxy)-2-ethoxy-phenyl]-(1H-pyrrolo[2,3-b]pyridin-3-yl)-methanone). As a reaction SMILES: [Cl:1][C:2]1[CH:39]=[C:38]([S:40]([CH3:43])(=[O:42])=[O:41])[CH:37]=[CH:36][C:3]=1[CH2:4][O:5][C:6]1[C:7]([O:33][CH2:34][CH3:35])=[C:8]([C:12]([C:14]2[C:22]3[C:17](=[N:18][CH:19]=[CH:20][CH:21]=3)[N:16]([Si](C(C)C)(C(C)C)C(C)C)[CH:15]=2)=[O:13])[CH:9]=[CH:10][CH:11]=1.[OH-].[K+].[F-].[K+].C(=O)([O-])[O-].[Na+].[Na+]>CO>[Cl:1][C:2]1[CH:39]=[C:38]([S:40]([CH3:43])(=[O:41])=[O:42])[CH:37]=[CH:36][C:3]=1[CH2:4][O:5][C:6]1[C:7]([O:33][CH2:34][CH3:35])=[C:8]([C:12]([C:14]2[C:22]3[C:17](=[N:18][CH:19]=[CH:20][CH:21]=3)[NH:16][CH:15]=2)=[O:13])[CH:9]=[CH:10][CH:11]=1 |f:1.2,3.4,5.6.7|. Procedure details: To a solution of (2-ethoxy-3-hydroxy-phenyl)-(1-triisopropylsilanyl-1H-pyrrolo[2,3-b]pyridin-3-yl)-methanone (666, 84 mg, 0.054 mmol) in methanol (10 mL) was added potassium hydroxide (6 N solution) until pH of the solution turned to over 10. Potassium fluoride (30 mg, 0.5 mmol) was then added to the reaction mixture and the mixture was stirred at room temperature for 6 hours. The reaction mixture was then poured into saturated sodium carbonate and was extracted with ethyl acetate. The organic l...